This data is from the Open Reaction Database (ORD), a public repository of structured organic reaction records. The task is: describe an organic reaction: reactants, conditions, products, and yield Starting materials: C(C)OC(=O)C1=CC=C(C=C1)S(=O)(=O)[O-].[K+] (potassium 4-ethoxycarbonylbenzenesulfonate), O=P(Cl)(Cl)Cl (POCl3). Run in C(C)#N (acetonitrile), S1(=O)(=O)CCCC1 (sulfolane). Run at temperature 75 celsius. Product: C(C)OC(=O)C1=CC=C(C=C1)S(=O)(=O)Cl (4-Ethoxycarbonylbenzenesulfonyl Chloride). RXN SMILES: [CH2:1]([O:3][C:4]([C:6]1[CH:11]=[CH:10][C:9]([S:12]([O-:15])(=O)=[O:13])=[CH:8][CH:7]=1)=[O:5])[CH3:2].[K+].O=P(Cl)(Cl)[Cl:19]>C(#N)C.S1(CCCC1)(=O)=O>[CH2:1]([O:3][C:4]([C:6]1[CH:11]=[CH:10][C:9]([S:12]([Cl:19])(=[O:15])=[O:13])=[CH:8][CH:7]=1)=[O:5])[CH3:2] |f:0.1|. Reported procedure: A round bottom flask, fitted with a magnetic stir bar and a hose adapter connected to a source of nitrogen gas, was charged with a solution of potassium 4-ethoxycarbonylbenzenesulfonate (75.1 g) dissolved in a 3:1 (v/v) mixture of acetonitrile (300 mL) and sulfolane (100 mL). As the solution was stirred, POCl3 (55 mL) was added slowly and the stirring mixture was heated at 75° C. under a nitrogen atmosphere for 3 hours. The heterogeneous reaction mixture was allowed to cool to room temperature a... Conditions: time 3 hour. Reactants: C(OC)(OC)OC (Trimethyl orthoformate), CC1(C2CCC1(C(=O)C2)CS(=O)(=O)O)C ((+)-CSA), C(O)([O-])=O.[Na+] (sodium hydrogen carbonate), C(=O)C1=CC=C(C=C1)C#CC1=CC=C(C(=O)OCC)C=C1 (ethyl 4-[(4-formylphenyl)ethynyl]benzoate). Reported procedure: Trimethyl orthoformate (51 g) and (+)-CSA (2.3 g) were added to a methanol (0.40 L)-chloroform (0.10 L) mixed solution of ethyl 4-[(4-formylphenyl)ethynyl]benzoate (27 g) as obtained in Example 10-(1), and the mixture was stirred for 3 hours at room temperature. A saturated aqueous solution of sodium hydrogen carbonate was added to the reaction mixture, and the mixture was extracted with chloroform. The organic layer was dried over anhydrous magnesium sulfate, and then the desiccant was filtered... Reaction SMILES: [CH:1]([O:6][CH3:7])([O:4][CH3:5])OC.CC1(C)C2(CS(O)(=O)=O)C(CC1CC2)=O.C([C:25]1[CH:30]=[CH:29][C:28]([C:31]#[C:32][C:33]2[CH:43]=[CH:42][C:36]([C:37]([O:39][CH2:40][CH3:41])=[O:38])=[CH:35][CH:34]=2)=[CH:27][CH:26]=1)=O.C(=O)([O-])O.[Na+]>C(Cl)(Cl)Cl.CO>[CH3:7][O:6][CH:1]([O:4][CH3:5])[C:25]1[CH:26]=[CH:27][C:28]([C:31]#[C:32][C:33]2[CH:34]=[CH:35][C:36]([C:37]([O:39][CH2:40][CH3:41])=[O:38])=[CH:42][CH:43]=2)=[CH:29][CH:30]=1 |f:3.4|. Yield: 66.7%. Yields the product COC(C1=CC=C(C=C1)C#CC1=CC=C(C(=O)OCC)C=C1)OC (ethyl 4-{[4-(dimethoxymethyl)phenyl]ethynyl}benzoate). The solvent is C(Cl)(Cl)Cl (chloroform), CO (methanol). Starting materials: NC=1C=C2CCCC2=CC1 (5-aminoindan), C1(=CC=CC=C1)S(=O)(=O)NC1CC2=CC=C(C=C2C1)NC(=O)C=1C(=CC=CC1)C1=CC=C(C=C1)C(F)(F)F (4′-trifluoromethyl-biphenyl-2-carboxylic acid (2-benzenesulfonylamino-indan-5-yl)-amide), FC(C1=CC=C(C=C1)C1=C(C(=O)Cl)C=CC=N1)(F)F (2-(4-trifluoromethyl-phenyl)-nicotinoyl chloride). Yields the product Cl.C1CCC2=CC(=CC=C12)NC(C1=C(N=CC=C1)C1=CC=C(C=C1)C(F)(F)F)=O (N-(Indan-5-yl)-2-(4-trifluoromethyl-phenyl)-nicotinamide hydrochloride), hydrochloride salt. As a reaction SMILES: C1(S(N[CH:11]2[CH2:19][C:18]3[C:13](=[CH:14][CH:15]=[C:16]([NH:20][C:21]([C:23]4[C:24]([C:29]5[CH:34]=[CH:33][C:32]([C:35]([F:38])([F:37])[F:36])=[CH:31][CH:30]=5)=C[CH:26]=[CH:27][CH:28]=4)=[O:22])[CH:17]=3)[CH2:12]2)(=O)=O)C=CC=CC=1.FC(F)(F)C1C=CC(C2[N:55]=CC=CC=2C([Cl:51])=O)=CC=1.NC1C=C2C(=CC=1)CCC2>>[ClH:51].[CH2:12]1[C:13]2[C:18](=[CH:17][C:16]([NH:20][C:21](=[O:22])[C:23]3[CH:28]=[CH:27][CH:26]=[N:55][C:24]=3[C:29]3[CH:34]=[CH:33][C:32]([C:35]([F:38])([F:36])[F:37])=[CH:31][CH:30]=3)=[CH:15][CH:14]=2)[CH2:19][CH2:11]1 |f:3.4|. Procedure details: The title compound is prepared in a manner similar to that described for the title E compound of Example 1 using 2-(4-trifluoromethyl-phenyl)-nicotinoyl chloride (2.228 mmol) and 5-aminoindan (0.296 g, 2.228 mmol) to give the product as the free base. The hydrochloride salt is prepared by bubbling HCl(g) through an ethyl acetate solution of the free base and trituation of the salt with diethyl ether; mp 190-205° C. MS (ES+) m/z 383 (M+1). The reactants are Cn1c(C(F)(F)F)cc(=O)n(-c2c(F)cc3c(c2N)NC(=O)CO3)c1=O, C1COCCO1, O=C(Cl)c1ccc2ccccc2c1. The product is Cn1c(C(F)(F)F)cc(=O)n(-c2c(F)cc3c(c2NC(=O)c2ccc4ccccc4c2)NC(=O)CO3)c1=O. Reaction SMILES: [NH2:1][c:2]1[c:3](-[n:14]2[c:15](=[O:26])[n:16]([CH3:25])[c:17]([C:21]([F:22])([F:23])[F:24])[cH:18][c:19]2=[O:20])[c:4]([F:13])[cH:5][c:6]2[c:7]1[NH:8][C:9](=[O:12])[CH2:10][O:11]2.[O:40]1[CH2:41][CH2:42][O:43][CH2:44][CH2:45]1.[cH:27]1[c:28]([C:37](=[O:38])[Cl:39])[cH:29][cH:30][c:31]2[cH:32][cH:33][cH:34][cH:35][c:36]12>>[NH:1]([c:2]1[c:3](-[n:14]2[c:15](=[O:26])[n:16]([CH3:25])[c:17]([C:21]([F:22])([F:23])[F:24])[cH:18][c:19]2=[O:20])[c:4]([F:13])[cH:5][c:6]2[c:7]1[NH:8][C:9](=[O:12])[CH2:10][O:11]2)[C:37]([c:28]1[cH:27][c:36]2[c:31]([cH:30][cH:29]1)[cH:32][cH:33][cH:34][cH:35]2)=[O:38].